From a dataset of the Open Reaction Database (ORD), a public repository of structured organic reaction records. describe an organic reaction: reactants, conditions, products, and yield Starting materials: C(=O)C1=CC=C(C=C1)C(C(=O)O)C (2-(p-formylphenyl)propionic acid), C1=CC=CC=C1 (benzene), O1CCN(CC1)C1=CCCCC1 (1-morpholinocyclohexene), Cl (hydrochloric acid). Run at time 8 hour. The product is O=C1C(CCCC1)=CC1=CC=C(C=C1)C(C(=O)O)C (2-[4-(2-Oxocyclohexylidenemethyl)phenyl]propionic acid). Isolated yield 77.7%. As a reaction SMILES: [CH:1]([C:3]1[CH:8]=[CH:7][C:6]([CH:9]([CH3:13])[C:10]([OH:12])=[O:11])=[CH:5][CH:4]=1)=O.[O:14]1CCN(C2CCCCC=2)CC1.Cl.[CH:27]1[CH:32]=[CH:31][CH:30]=[CH:29][CH:28]=1>>[O:14]=[C:27]1[CH2:32][CH2:31][CH2:30][CH2:29][C:28]1=[CH:1][C:3]1[CH:8]=[CH:7][C:6]([CH:9]([CH3:13])[C:10]([OH:12])=[O:11])=[CH:5][CH:4]=1. Procedure details: A solution of 3.56 g (0.02 mole) of 2-(p-formylphenyl)propionic acid and 10.1 g (0.056 mole) of 1-morpholinocyclohexene in 40 ml of benzene was allowed to stand overnight (12 hours) at room temperature, after which 20 ml of 6N hydrochloric acid were added thereto, and the mixture was stirred for 1 hour at room temperature. The reaction mixture was then extracted with benzene; the extract was washed with water and dried; and the solvent was removed by evaporation under reduced pressure to give a ... Reactants: C([O-])(O)=O.[Na+].S(=O)([O-])[O-].[Na+].[Na+] (sodium bicarbonate sodium sulfite), FC1=C(N)C=CC(=C1)C (2-fluoro-4-methylaniline), O.O.O.C(C)(=O)[O-].[Na+] (sodium acetate trihydrate), ICl (iodine monochloride). Run in C(C)OCC (diethyl ether), C(C)(=O)O (acetic acid). Product: FC1=C(N)C(=CC(=C1)C)I (2-Fluoro-6-iodo-4-methylaniline). As a reaction SMILES: [F:1][C:2]1[CH:8]=[C:7]([CH3:9])[CH:6]=[CH:5][C:3]=1[NH2:4].O.O.O.C([O-])(=O)C.[Na+].[I:18]Cl.C(=O)(O)[O-].[Na+].S([O-])([O-])=O.[Na+].[Na+]>C(O)(=O)C.C(OCC)C>[F:1][C:2]1[CH:8]=[C:7]([CH3:9])[CH:6]=[C:5]([I:18])[C:3]=1[NH2:4] |f:1.2.3.4.5,7.8.9.10.11|. Procedure: A solution of 2-fluoro-4-methylaniline (1.0 g, 8 mmol) (bought from Avocado, Lancaster or Aldrich) in glacial acetic acid (10 ml) was treated with sodium acetate trihydrate (2.2 g, 16 mmol) then iodine monochloride (1.3 g). After 30 min at room temperature aqueous sodium bicarbonate/sodium sulfite and diethyl ether were added, and the organic phase was dried (MgSO4), evaporated and chromatographed on silica eluting with 0 to 30% ethyl acetate in hexane to give the title compound, 370 mg. Starting materials: C1CCOC1, COC(=O)Cc1c(Cl)nc(Cc2ccc([N+](=O)[O-])cc2)nc1Cl, [H][H]. Yields the product COC(=O)Cc1c(Cl)nc(Cc2ccc(N)cc2)nc1Cl. As a reaction SMILES: [CH2:26]1[O:27][CH2:28][CH2:29][CH2:30]1.[Cl:1][c:2]1[n:3][c:4]([CH2:14][c:15]2[cH:16][cH:17][c:18]([N+:21]([O-:22])=[O:23])[cH:19][cH:20]2)[n:5][c:6]([Cl:13])[c:7]1[CH2:8][C:9](=[O:10])[O:11][CH3:12].[H:24][H:25]>>[Cl:1][c:2]1[n:3][c:4]([CH2:14][c:15]2[cH:16][cH:17][c:18]([NH2:21])[cH:19][cH:20]2)[n:5][c:6]([Cl:13])[c:7]1[CH2:8][C:9](=[O:10])[O:11][CH3:12]. The reactants are COc1cccc(C=C2NC(=O)NC2=O)c1OCc1ccccc1, CO, O=C1NC(=O)C(=Cc2ccccc2)N1, Cl, [Zn]. Yields the product COc1cccc(CC2NC(=O)NC2=O)c1OCc1ccccc1. As a reaction SMILES: [CH3:1][O:2][c:3]1[c:4]([O:17][CH2:18][c:19]2[cH:20][cH:21][cH:22][cH:23][cH:24]2)[c:5]([CH:9]=[C:10]2[C:11](=[O:16])[NH:12][C:13](=[O:15])[NH:14]2)[cH:6][cH:7][cH:8]1.[CH3:40][OH:41].[CH:26](=[C:27]1[NH:28][C:29](=[O:30])[NH:31][C:32]1=[O:33])[c:34]1[cH:35][cH:36][cH:37][cH:38][cH:39]1.[ClH:25].[Zn:42]>>[CH3:1][O:2][c:3]1[c:4]([O:17][CH2:18][c:19]2[cH:20][cH:21][cH:22][cH:23][cH:24]2)[c:5]([CH2:9][CH:10]2[C:11](=[O:16])[NH:12][C:13](=[O:15])[NH:14]2)[cH:6][cH:7][cH:8]1. The reactants are C(C(C)C)C1=CC=CC=C1 (isobutylbenzene), [Cl-].[Al+3].[Cl-].[Cl-] (aluminum chloride), [C-]#N.[Na+] (sodium cyanide), C(C)(=O)Cl (acetyl chloride). Yields the product C(#N)C(=C)C1=CC=C(C=C1)CC(C)C (1-cyano-1-(4-isobutylphenyl)ethene). As a reaction SMILES: [CH2:1]([C:5]1[CH:10]=[CH:9][CH:8]=[CH:7][CH:6]=1)[CH:2]([CH3:4])[CH3:3].[C-:11]#[N:12].[Na+].[C:14](Cl)(=O)[CH3:15].[Cl-].[Al+3].[Cl-].[Cl-]>>[C:11]([C:14]([C:8]1[CH:9]=[CH:10][C:5]([CH2:1][CH:2]([CH3:4])[CH3:3])=[CH:6][CH:7]=1)=[CH2:15])#[N:12] |f:1.2,4.5.6.7|. Reported procedure: A process which comprises reacting isobutylbenzene with sodium cyanide and acetyl chloride in the presence of aluminum chloride at a temperature of about 60°-120° C. to form 1-cyano-1-(4-isobutylphenyl)ethene. Reactants: C(C1=CC=CC=C1)(C1=CC=CC=C1)O (benzhydrol), N1CCC(CC1)CCO (4-piperidineethanol). Yields the product C1(=CC=CC=C1)C(OCCC1CCNCC1)C1=CC=CC=C1 (4-[2-(Dipenylmethoxy)ethyl]piperidine). The yield is 94.0%. Reaction SMILES: [CH:1]([OH:14])([C:8]1[CH:13]=[CH:12][CH:11]=[CH:10][CH:9]=1)[C:2]1[CH:7]=[CH:6][CH:5]=[CH:4][CH:3]=1.[NH:15]1[CH2:20][CH2:19][CH:18]([CH2:21][CH2:22]O)[CH2:17][CH2:16]1>>[C:2]1([CH:1]([C:8]2[CH:9]=[CH:10][CH:11]=[CH:12][CH:13]=2)[O:14][CH2:22][CH2:21][CH:18]2[CH2:19][CH2:20][NH:15][CH2:16][CH2:17]2)[CH:7]=[CH:6][CH:5]=[CH:4][CH:3]=1. Reported procedure: Using benzhydrol and 4-piperidineethanol, the procedure of Reference Example 23 was otherwise repeated to provide the title compound. Yield 94%. The reactants are N(=O)[O-].[Na+] (sodium nitrite), CNCCCC1=CC(=CC=C1)OC1=CC=C(C=C1)C(F)(F)F (N-methyl-3-[4-(trifluoromethyl)phenoxy]benzenepropanamine), ClCCl (dichloromethane). Solvent: O (water), Cl (hydrochloric acid). Reaction conditions: time 1 hour. Product: CN(CCCC1=CC(=CC=C1)OC1=CC=C(C=C1)C(F)(F)F)N=O (N-Methyl-N-nitroso-3-[4-(trifluoromethyl)phenoxy]benzenepropanamine). Isolated yield 85.3%. Reaction SMILES: [N:1]([O-:3])=O.[Na+].[CH3:5][NH:6][CH2:7][CH2:8][CH2:9][C:10]1[CH:15]=[CH:14][CH:13]=[C:12]([O:16][C:17]2[CH:22]=[CH:21][C:20]([C:23]([F:26])([F:25])[F:24])=[CH:19][CH:18]=2)[CH:11]=1.ClCCl>O.Cl>[CH3:5][N:6]([N:1]=[O:3])[CH2:7][CH2:8][CH2:9][C:10]1[CH:15]=[CH:14][CH:13]=[C:12]([O:16][C:17]2[CH:18]=[CH:19][C:20]([C:23]([F:24])([F:25])[F:26])=[CH:21][CH:22]=2)[CH:11]=1 |f:0.1|. Procedure: A solution of sodium nitrite (7.2 g) in water (50 ml) was added slowly to a solution of N-methyl-3-[4-(trifluoromethyl)phenoxy]benzenepropanamine (30 g) and dichloromethane (100 ml) in 10% hydrochloric acid (200 ml). After one hr, the reaction mixture was separated, and the aqueous phase was extracted with dichloromethane. The organic extracts were dried over anhydrous magnesium sulfate, filtered, and the filtrate was evaporated. The residue was chromatographed on silica (eluted with 50% hexanes...